This data is from the Open Reaction Database (ORD), a public repository of structured organic reaction records. The task is: describe an organic reaction: reactants, conditions, products, and yield Reactants: CC1(OB(OC1(C)C)C=1C=C2C(=NC1)NC=C2)C (5-(4,4,5,5-tetramethyl-1,3,2-dioxaborolan-2-yl)-1H-pyrrolo[2,3-b]pyridine), BrC1=CN=CC(=N1)N1C(CCC1)=O (1-(6-bromopyrazin-2-yl)pyrrolidin-2-one). The reagents and catalysts are C=1C=CC(=CC1)[P](C=2C=CC=CC2)(C=3C=CC=CC3)[Pd]([P](C=4C=CC=CC4)(C=5C=CC=CC5)C=6C=CC=CC6)([P](C=7C=CC=CC7)(C=8C=CC=CC8)C=9C=CC=CC9)[P](C=1C=CC=CC1)(C=1C=CC=CC1)C=1C=CC=CC1 (Pd(PPh3)4). Solvent: C(Cl)(Cl)Cl (CHCl3), COCCOC (DME). Reaction conditions: temperature 100 celsius. Yields the product N1C=CC=2C1=NC=C(C2)C2=CN=CC(=N2)N2C(CCC2)=O (1-(6-(1H-pyrrolo[2,3-b]pyridin-5-yl)pyrazin-2-yl)pyrrolidin-2-one). RXN SMILES: CC1(C)C(C)(C)OB([C:9]2[CH:10]=[C:11]3[CH:17]=[CH:16][NH:15][C:12]3=[N:13][CH:14]=2)O1.Br[C:20]1[N:25]=[C:24]([N:26]2[CH2:30][CH2:29][CH2:28][C:27]2=[O:31])[CH:23]=[N:22][CH:21]=1>COCCOC.C(Cl)(Cl)Cl.C1C=CC([P]([Pd]([P](C2C=CC=CC=2)(C2C=CC=CC=2)C2C=CC=CC=2)([P](C2C=CC=CC=2)(C2C=CC=CC=2)C2C=CC=CC=2)[P](C2C=CC=CC=2)(C2C=CC=CC=2)C2C=CC=CC=2)(C2C=CC=CC=2)C2C=CC=CC=2)=CC=1>[NH:15]1[C:12]2=[N:13][CH:14]=[C:9]([C:20]3[N:25]=[C:24]([N:26]4[CH2:30][CH2:29][CH2:28][C:27]4=[O:31])[CH:23]=[N:22][CH:21]=3)[CH:10]=[C:11]2[CH:17]=[CH:16]1 |^1:45,47,66,85|. Reported procedure: To the starting material 5-(4,4,5,5-tetramethyl-1,3,2-dioxaborolan-2-yl)-1H-pyrrolo[2,3-b]pyridine (124) (50 mg, 0.205 mmol, 1 eq) and 1-(6-bromopyrazin-2-yl)pyrrolidin-2-one (46) (49 mg, 0.205 mmol, 1 eq) in DME (5 mL), was added Pd(PPh3)4 (7.1 mg, 0.00614 mmol, 0.02 eq) Cs2CO3 (133 mg, 0.410 mmol, 2 eq) and degassing and purging under argon for additional 10 min was performed. The reaction mixture was heated at 100° C. for 12 h in a sealed tube. After completion of the reaction, the reaction m... The reactants are O=C(O)c1c(F)cc(Br)cc1F, Cc1ccc(N2CCNCC2)nc1. Product: Cc1ccc(N2CCN(C(=O)c3c(F)cc(Br)cc3F)CC2)nc1. As a reaction SMILES: [Br:1][c:2]1[cH:3][c:4]([F:12])[c:5]([C:6](=[O:7])[OH:8])[c:9]([F:11])[cH:10]1.[CH3:13][c:14]1[cH:15][cH:16][c:17]([N:20]2[CH2:21][CH2:22][NH:23][CH2:24][CH2:25]2)[n:18][cH:19]1>>[Br:1][c:2]1[cH:3][c:4]([F:12])[c:5]([C:6](=[O:8])[N:23]2[CH2:22][CH2:21][N:20]([c:17]3[cH:16][cH:15][c:14]([CH3:13])[cH:19][n:18]3)[CH2:25][CH2:24]2)[c:9]([F:11])[cH:10]1. Reactants: COC(=O)CCc1ccc(OCCOC2CCCCO2)cc1, CO, [Cl-], [NH4+], [Na+], [OH-]. Yields the product O=C(O)CCc1ccc(OCCOC2CCCCO2)cc1. RXN SMILES: [CH3:1][O:2][C:3]([CH2:4][CH2:5][c:6]1[cH:7][cH:8][c:9]([O:12][CH2:13][CH2:14][O:15][CH:16]2[O:17][CH2:18][CH2:19][CH2:20][CH2:21]2)[cH:10][cH:11]1)=[O:22].[CH3:25][OH:26].[Cl-:27].[NH4+:28].[Na+:24].[OH-:23]>>[O:2]=[C:3]([CH2:4][CH2:5][c:6]1[cH:7][cH:8][c:9]([O:12][CH2:13][CH2:14][O:15][CH:16]2[O:17][CH2:18][CH2:19][CH2:20][CH2:21]2)[cH:10][cH:11]1)[OH:22]. Starting materials: CS(=O)(=O)c1ccc(N)cc1, CCN(C(C)C)C(C)C, O=C(Cl)C(=O)Cl, ClCCl, Cl, Cc1c(C(=O)O)c[nH]c1-c1ccc(F)cc1C(F)(F)F, C1CCOC1. The product is Cc1c(C(=O)Nc2ccc(S(C)(=O)=O)cc2)c[nH]c1-c1ccc(F)cc1C(F)(F)F. RXN SMILES: [CH3:28][S:29](=[O:30])(=[O:31])[c:32]1[cH:33][cH:34][c:35]([NH2:36])[cH:37][cH:38]1.[CH:39]([N:40]([CH:41]([CH3:42])[CH3:43])[CH2:44][CH3:45])([CH3:46])[CH3:47].[Cl:21][C:22]([C:23]([Cl:24])=[O:25])=[O:26].[Cl:48][CH2:49][Cl:50].[ClH:27].[F:1][c:2]1[cH:3][c:4]([C:17]([F:18])([F:19])[F:20])[c:5](-[c:8]2[c:9]([CH3:16])[c:10]([C:13](=[O:14])[OH:15])[cH:11][nH:12]2)[cH:6][cH:7]1.[O:51]1[CH2:52][CH2:53][CH2:54][CH2:55]1>>[F:1][c:2]1[cH:3][c:4]([C:17]([F:18])([F:19])[F:20])[c:5](-[c:8]2[c:9]([CH3:16])[c:10]([C:13](=[O:15])[NH:36][c:35]3[cH:34][cH:33][c:32]([S:29]([CH3:28])(=[O:30])=[O:31])[cH:38][cH:37]3)[cH:11][nH:12]2)[cH:6][cH:7]1.